This data is from the Open Reaction Database (ORD), a public repository of structured organic reaction records. The task is: describe an organic reaction: reactants, conditions, products, and yield Reactants: [Na].CC[C@H]([C@@H]1[C@H](C[C@@](O1)(C)[C@]2([C@@H](C[C@@](O2)(CC)[C@H](CC)O)C)O)C)C(=O)[C@@H](C)[C@H]([C@@H](C)[C@@H]3[C@H](C[C@H]([C@@H](O3)CC(=O)OO)C)C)O (sodium lysocellin), CC[C@H](C)[C@H]1C(=O)N[C@@H](C(=O)N[C@H](C(=O)N[C@@H](C(=O)N[C@H](C(=O)NCCCC[C@@H](C(=O)N[C@@H](C(=O)N1)CCCN)NC(=O)[C@H]([C@@H](C)CC)NC(=O)[C@@H](CCC(=O)O)NC(=O)[C@H](CC(C)C)NC(=O)[C@@H]2CSC(=N2)[C@H]([C@@H](C)CC)N)CC(=O)N)CC(=O)O)CC3=CN=CN3)CC=4C=CC=CC4 (bacitracin). The solvent is CO (methanol). Run at time 18 hour. The product is CC[C@H](C)[C@H]1C(=O)N[C@@H](C(=O)N[C@H](C(=O)N[C@@H](C(=O)N[C@H](C(=O)NCCCC[C@@H](C(=O)N[C@@H](C(=O)N1)CCCN)NC(=O)[C@H]([C@@H](C)CC)NC(=O)[C@@H](CCC(=O)O)NC(=O)[C@H](CC(C)C)NC(=O)[C@@H]2CSC(=N2)[C@H]([C@@H](C)CC)N)CC(=O)N)CC(=O)O)CC3=CN=CN3)CC=4C=CC=CC4.[Na].CC[C@H]([C@@H]1[C@H](C[C@@](O1)(C)[C@]2([C@@H](C[C@@](O2)(CC)[C@H](CC)O)C)O)C)C(=O)[C@@H](C)[C@H]([C@@H](C)[C@@H]3[C@H](C[C@H]([C@@H](O3)CC(=O)OO)C)C)O (Bacitracin Sodium Lysocellin). Isolated yield 89.4%. RXN SMILES: [Na:1].[CH3:2][CH2:3][C@@H:4]([C:25]([C@H:27]([C@@H:29]([OH:45])[C@H:30]([C@H:32]1[O:37][C@@H:36]([CH2:38][C:39]([O:41][OH:42])=[O:40])[C@H:35]([CH3:43])[CH2:34][C@@H:33]1[CH3:44])[CH3:31])[CH3:28])=[O:26])[C@H:5]1[O:9][C@@:8]([C@:11]2([OH:23])[O:15][C@@:14]([C@@H:18]([OH:21])[CH2:19][CH3:20])([CH2:16][CH3:17])[CH2:13][C@H:12]2[CH3:22])([CH3:10])[CH2:7][C@@H:6]1[CH3:24].[CH3:46][CH2:47][C@@H:48]([C@@H:50]1[NH:81][C:79](=[O:80])[C@@H:78]([CH2:82][CH2:83][CH2:84][NH2:85])[NH:77][C:75](=[O:76])[C@@H:74]([NH:86][C:87]([C@@H:89]([NH:94][C:95]([C@H:97]([NH:103][C:104]([C@@H:106]([NH:111][C:112]([C@H:114]2[N:118]=[C:117]([C@@H:119]([NH2:124])[C@H:120]([CH2:122][CH3:123])[CH3:121])[S:116][CH2:115]2)=[O:113])[CH2:107][CH:108]([CH3:110])[CH3:109])=[O:105])[CH2:98][CH2:99][C:100]([OH:102])=[O:101])=[O:96])[C@H:90]([CH2:92][CH3:93])[CH3:91])=[O:88])[CH2:73][CH2:72][CH2:71][CH2:70][NH:69][C:67](=[O:68])[C@H:66]([CH2:125][C:126]([NH2:128])=[O:127])[NH:65][C:63](=[O:64])[C@@H:62]([CH2:129][C:130]([OH:132])=[O:131])[NH:61][C:59](=[O:60])[C@H:58]([CH2:133][C:134]2[NH:138][CH:137]=[N:136][CH:135]=2)[NH:57][C:55](=[O:56])[C@@H:54]([CH2:139][C:140]2[CH:141]=[CH:142][CH:143]=[CH:144][CH:145]=2)[NH:53][C:51]1=[O:52])[CH3:49]>CO>[CH3:46][CH2:47][C@@H:48]([C@@H:50]1[NH:81][C:79](=[O:80])[C@@H:78]([CH2:82][CH2:83][CH2:84][NH2:85])[NH:77][C:75](=[O:76])[C@@H:74]([NH:86][C:87]([C@@H:89]([NH:94][C:95]([C@H:97]([NH:103][C:104]([C@@H:106]([NH:111][C:112]([C@H:114]2[N:118]=[C:117]([C@@H:119]([NH2:124])[C@H:120]([CH2:122][CH3:123])[CH3:121])[S:116][CH2:115]2)=[O:113])[CH2:107][CH:108]([CH3:109])[CH3:110])=[O:105])[CH2:98][CH2:99][C:100]([OH:102])=[O:101])=[O:96])[C@H:90]([CH2:92][CH3:93])[CH3:91])=[O:88])[CH2:73][CH2:72][CH2:71][CH2:70][NH:69][C:67](=[O:68])[C@H:66]([CH2:125][C:126]([NH2:128])=[O:127])[NH:65][C:63](=[O:64])[C@@H:62]([CH2:129][C:130]([OH:132])=[O:131])[NH:61][C:59](=[O:60])[C@H:58]([CH2:133][C:134]2[NH:138][CH:137]=[N:136][CH:135]=2)[NH:57][C:55](=[O:56])[C@@H:54]([CH2:139][C:140]2[CH:141]=[CH:142][CH:143]=[CH:144][CH:145]=2)[NH:53][C:51]1=[O:52])[CH3:49].[Na:1].[CH3:2][CH2:3][C@@H:4]([C:25]([C@H:27]([C@@H:29]([OH:45])[C@H:30]([C@H:32]1[O:37][C@@H:36]([CH2:38][C:39]([O:41][OH:42])=[O:40])[C@H:35]([CH3:43])[CH2:34][C@@H:33]1[CH3:44])[CH3:31])[CH3:28])=[O:26])[C@H:5]1[O:9][C@@:8]([C@:11]2([OH:23])[O:15][C@@:14]([C@@H:18]([OH:21])[CH2:19][CH3:20])([CH2:16][CH3:17])[CH2:13][C@H:12]2[CH3:22])([CH3:10])[CH2:7][C@@H:6]1[CH3:24] |f:0.1,4.5.6,^1:0,247|. Reported procedure: A solution of 13.0 g sodium lysocellin in 300 ml of methanol was stirred while 28.0 g bacitracin (reg) was added. Stirring was continued until solution of solids was complete. The resulting solution was held at room temperature for 18 hours. A precipitate formed and was collected on a filter, rinsed with methanol and dried to give 36.5 g of an amorphous product. The reactants are [H-].[Na+] (Sodium hydride), OCCCCN1N=C(C=C1)NC(=NCC(F)(F)F)N (1-(4-hydroxybutyl)-3-[2-(2,2,2-trifluoroethyl)guanidino]pyrazole), ClC1=NC(=CN=C1)Cl (2,6-Dichloropyrazine). The solvent is C(C)(C)(C)O (t-butanol). Reaction conditions: time 2 hour. Product: ClC1=NC(=CN=C1)OCCCCN1N=C(C=C1)NC(=NCC(F)(F)F)N (2-chloro-6-[4-(3-[2-(2,2,2-trifluoroethyl)guanidino]pyrazol-1-yl)butoxy]pyrazine). Isolated yield 43.4%. RXN SMILES: [H-].[Na+].[OH:3][CH2:4][CH2:5][CH2:6][CH2:7][N:8]1[CH:12]=[CH:11][C:10]([NH:13][C:14]([NH2:21])=[N:15][CH2:16][C:17]([F:20])([F:19])[F:18])=[N:9]1.[Cl:22][C:23]1[CH:28]=[N:27][CH:26]=[C:25](Cl)[N:24]=1>C(O)(C)(C)C>[Cl:22][C:23]1[CH:28]=[N:27][CH:26]=[C:25]([O:3][CH2:4][CH2:5][CH2:6][CH2:7][N:8]2[CH:12]=[CH:11][C:10]([NH:13][C:14]([NH2:21])=[N:15][CH2:16][C:17]([F:20])([F:18])[F:19])=[N:9]2)[N:24]=1 |f:0.1|. Reported procedure: Sodium hydride (46 mg. of a 61% w/w dispersion in oil) was added to a hot solution of 1-(4-hydroxybutyl)-3-[2-(2,2,2-trifluoroethyl)guanidino]pyrazole (279 mg.) in dry t-butanol (10 ml.). 2,6-Dichloropyrazine (180 mg.) was added and the mixture was stirred at room temperature for two hours, followed by evaporation in vacuo to dryness. The residue was treated with dilute aqueous 0.5N HCl (10 ml.), and then extracted with EtOAc (4×10 ml.). The combined extracts were dried (MgSO4) and evaporated. T... Product: NC1=C(C=O)C(=CC(=N1)C)C (2-amino-4,6-dimethylnicotinaldehyde). Run at temperature 160 celsius. As a reaction SMILES: C([O-])(C)C.[NH2:5][C:6]1[N:24]=[C:23]([CH3:25])[CH:22]=[C:21]([CH3:26])[C:7]=1[C:8](NNS(C1C=CC=CC=1)(=O)=O)=[O:9].C(O)CO.C(=O)([O-])[O-].[Na+].[Na+].O>C(Cl)(Cl)Cl>[NH2:5][C:6]1[N:24]=[C:23]([CH3:25])[CH:22]=[C:21]([CH3:26])[C:7]=1[CH:8]=[O:9] |f:0.1,3.4.5|. Starting materials: C(C)(C)[O-].NC1=C(C(=O)NNS(=O)(=O)C2=CC=CC=C2)C(=CC(=N1)C)C (N1 -(2-amino-4,6-dimethylnicotinoyl)-N2 -benzenesulfonyl hydrazine isopropanolate), O (water), C(CO)O (ethylene glycol), C([O-])([O-])=O.[Na+].[Na+] (sodium carbonate). Procedure: N1 -(2-amino-4,6-dimethylnicotinoyl)-N2 -benzenesulfonyl hydrazine isopropanolate (62.0 g., 0.163 mole) is divided into two portions. To each portion, ethylene glycol (300 ml.) is added and the mixture heated to 160° C. prior to the addition of anhydrous sodium carbonate (30 g.) in one portion with vigorous stirring. The mixture is allowed to cool and then is poured into water. The two runs are combined and the product isolated by extraction with chloroform. Following recrystallization from carb... Run in C(Cl)(Cl)Cl (chloroform).